Dataset: the Open Reaction Database (ORD), a public repository of structured organic reaction records. Task: describe an organic reaction: reactants, conditions, products, and yield Starting materials: [N+](=O)([O-])C1=C(C(=O)O)C=CC=C1 (nitro benzoic acid), C(C)(=O)O (acetic acid), [H][H] (hydrogen). The reagents and catalysts are [Pd] (Pd/C). Run in C(C)O (ethanol). Product: C1=CC(=CC=C1C(=O)O)N (amino benzoic acid). RXN SMILES: [N+:1]([C:4]1[CH:12]=[CH:11]C=C[C:5]=1[C:6](O)=O)([O-])=O.[H][H].[C:15]([OH:18])(=[O:17])[CH3:16]>C(O)C.[Pd]>[CH:6]1[C:16]([C:15]([OH:18])=[O:17])=[CH:11][CH:12]=[C:4]([NH2:1])[CH:5]=1. Reported procedure: 10% Pd/C (1.98 g) was added to a 450 mL hydrogenation flask, and the flask was flushed with N2. A solution of nitro benzoic acid 1 (21.9 g, 118.3 mmol) in 140 mL ethanol and acetic acid (1 mL) were added to the flask. Hydrogenation was conducted at 15 psi in a carefully controlled manner, wherein after the pressure of H2 drops to zero, the shaking of the flask was continued for a couple of minutes before re-pressurizing. After the hydrogen uptake ceased, the pressure was raised to 40 psi, and co... Starting materials: ClC1=NC(=C(C2=CC(=CC=C12)OC)C1=CC=CC=C1)CN(C)C (1-(1-chloro-6-methoxy-4-phenylisoquinolin-3-yl)-N,N-dimethylmethanamine), C(#N)[Cu] (CuCN). Run in CS(=O)C (DMSO). Reaction conditions: time 3 hour. The product is CN(C)CC=1N=C(C2=CC=C(C=C2C1C1=CC=CC=C1)OC)C#N (3-[(dimethylamino)methyl]-6-methoxy-4-phenylisoquinoline-1-carbonitrile). RXN SMILES: Cl[C:2]1[C:11]2[C:6](=[CH:7][C:8]([O:12][CH3:13])=[CH:9][CH:10]=2)[C:5]([C:14]2[CH:19]=[CH:18][CH:17]=[CH:16][CH:15]=2)=[C:4]([CH2:20][N:21]([CH3:23])[CH3:22])[N:3]=1.[C:24]([Cu])#[N:25]>CS(C)=O>[CH3:22][N:21]([CH2:20][C:4]1[N:3]=[C:2]([C:24]#[N:25])[C:11]2[C:6]([C:5]=1[C:14]1[CH:19]=[CH:18][CH:17]=[CH:16][CH:15]=1)=[CH:7][C:8]([O:12][CH3:13])=[CH:9][CH:10]=2)[CH3:23]. Procedure details: A mixture of 1-(1-chloro-6-methoxy-4-phenylisoquinolin-3-yl)-N,N-dimethylmethanamine (31 mg), 1 mL DMSO, and 16 mg CuCN was stirred at 140 C for 3 h. The solution was cooled and purified directly by reverse-phase HPLC to give the titled compound.